Dataset: the Open Reaction Database (ORD), a public repository of structured organic reaction records. Task: describe an organic reaction: reactants, conditions, products, and yield Reactants: C(C)(C)(C)OC(=O)OC1=CC=C(C=2OCC(NC21)=O)CCN(C(OC(C)(C)C)=O)CCN(C(CCOCCC2=CC(=CC=C2)C=2N=NN(C2)CC)=O)C2CCCCC2 (tert-butyl 2-(5-(tert-butoxycarbonyloxy)-3-oxo-3,4-dihydro-2H-benzo[b][1,4]oxazin-8-yl)ethyl(2-(N-cyclohexyl-3-(3-(1-ethyl-1H-1,2,3-triazol-4-yl)phenethoxy)propanamido)ethyl)carbamate), C(=O)(C(F)(F)F)O (TFA). Run in C(Cl)Cl (DCM). Reaction conditions: temperature 25 celsius, time 30 minute. The product is FC(C(=O)O)(F)F.C1(CCCCC1)N(C(CCOCCC1=CC(=CC=C1)C=1N=NN(C1)CC)=O)CCNCCC1=CC=C(C2=C1OCC(N2)=O)O (N-Cyclohexyl-3-(3-(1-ethyl-1H-1,2,3-triazol-4-yl)phenethoxy)-N-(2-(2-(5-hydroxy-3-oxo-3,4-dihydro-2H-benzo[b][1,4]oxazin-8-yl)ethylamino)ethyl)propanamide Trifluoroacetic Acid Salt). Reaction SMILES: C(OC([O:8][C:9]1[C:18]2[NH:17][C:16](=[O:19])[CH2:15][O:14][C:13]=2[C:12]([CH2:20][CH2:21][N:22]([CH2:30][CH2:31][N:32]([CH:53]2[CH2:58][CH2:57][CH2:56][CH2:55][CH2:54]2)[C:33](=[O:52])[CH2:34][CH2:35][O:36][CH2:37][CH2:38][C:39]2[CH:44]=[CH:43][CH:42]=[C:41]([C:45]3[N:46]=[N:47][N:48]([CH2:50][CH3:51])[CH:49]=3)[CH:40]=2)C(=O)OC(C)(C)C)=[CH:11][CH:10]=1)=O)(C)(C)C.[C:59]([OH:65])([C:61]([F:64])([F:63])[F:62])=[O:60]>C(Cl)Cl>[F:62][C:61]([F:64])([F:63])[C:59]([OH:65])=[O:60].[CH:53]1([N:32]([CH2:31][CH2:30][NH:22][CH2:21][CH2:20][C:12]2[C:13]3[O:14][CH2:15][C:16](=[O:19])[NH:17][C:18]=3[C:9]([OH:8])=[CH:10][CH:11]=2)[C:33](=[O:52])[CH2:34][CH2:35][O:36][CH2:37][CH2:38][C:39]2[CH:44]=[CH:43][CH:42]=[C:41]([C:45]3[N:46]=[N:47][N:48]([CH2:50][CH3:51])[CH:49]=3)[CH:40]=2)[CH2:58][CH2:57][CH2:56][CH2:55][CH2:54]1 |f:3.4|. Procedure: A mixture of tert-butyl 2-(5-(tert-butoxycarbonyloxy)-3-oxo-3,4-dihydro-2H-benzo[b][1,4]oxazin-8-yl)ethyl(2-(N-cyclohexyl-3-(3-(1-ethyl-1H-1,2,3-triazol-4-yl)phenethoxy)propanamido)ethyl)carbamate [Example 4, Step vi)] (245 mg), DCM (5 mL) and TFA (2.5 mL) was stirred at 25° C. for 30 min. The reaction mixture was evaporated to afford crude product. The crude product was purified by preparative HPLC on a Phenomenex Gemini column using a 15-60% gradient of aqueous 0.1% trifluoroacetic acid in ace... Starting materials: FC(C(=O)O)(F)F.FC(C(=O)O)(F)F.FC(C(=O)O)(F)F.ClC=1C=NC=2NC=3C=NC=C(CCC4=C(C=CC(NC1N2)=C4)NC(C[C@H]4CNCC4)=O)C3 (N-[6-chloro-2,4,8,18,22-pentaazatetracyclo[14.3.1.1(3,7).1(9,13)]docosa-1(20),3(22),4,6,9(21),10,12,16,18-nonaen-12-yl]-2-[(3S)-pyrrolidin-3-yl]acetamide tris(trifluoroacetate)), FC1=CC=C(C=C1)N=C=O (1-fluoro-4-isocyanatobenzene). The product is FC(C(=O)O)(F)F.FC(C(=O)O)(F)F.ClC=1C=NC=2NC=3C=NC=C(CCC4=C(C=CC(NC1N2)=C4)NC(C[C@H]4CN(CC4)C(=O)NC4=CC=C(C=C4)F)=O)C3 ((3S)-3-(2-{[6-Chloro-2,4,8,18,22-pentaazatetracyclo[14.3.1.1(3,7).1(9,13)]docosa-1(20),3(22),4,6,9(21),10,12,16,18-nonaen-12-yl]amino}-2-oxoethyl)-N-(4-fluorophenyl)pyrrolidine-1-carboxamide bis(trifluoroacetate)). Yield: 79.0%. Reaction SMILES: [F:1][C:2]([F:7])([F:6])[C:3]([OH:5])=[O:4].[F:8][C:9]([F:14])([F:13])[C:10]([OH:12])=[O:11].FC(F)(F)C(O)=O.[Cl:22][C:23]1[CH:24]=[N:25][C:26]2[NH:27][C:28]3[CH:29]=[N:30][CH:31]=[C:32]([CH:53]=3)[CH2:33][CH2:34][C:35]3[CH:43]=[C:39]([NH:40][C:41]=1[N:42]=2)[CH:38]=[CH:37][C:36]=3[NH:44][C:45](=[O:52])[CH2:46][C@@H:47]1[CH2:51][CH2:50][NH:49][CH2:48]1.[F:54][C:55]1[CH:60]=[CH:59][C:58]([N:61]=[C:62]=[O:63])=[CH:57][CH:56]=1>>[F:1][C:2]([F:7])([F:6])[C:3]([OH:5])=[O:4].[F:8][C:9]([F:14])([F:13])[C:10]([OH:12])=[O:11].[Cl:22][C:23]1[CH:24]=[N:25][C:26]2[NH:27][C:28]3[CH:29]=[N:30][CH:31]=[C:32]([CH:53]=3)[CH2:33][CH2:34][C:35]3[CH:43]=[C:39]([NH:40][C:41]=1[N:42]=2)[CH:38]=[CH:37][C:36]=3[NH:44][C:45](=[O:52])[CH2:46][C@@H:47]1[CH2:51][CH2:50][N:49]([C:62]([NH:61][C:58]2[CH:59]=[CH:60][C:55]([F:54])=[CH:56][CH:57]=2)=[O:63])[CH2:48]1 |f:0.1.2.3,5.6.7|. Reported procedure: The desired compound was prepared according to the procedure of Example D41 using N-[6-chloro-2,4,8,18,22-pentaazatetracyclo[14.3.1.1(3,7).1(9,13)]docosa-1(20),3(22),4,6,9(21),10,12,16,18-nonaen-12-yl]-2-[(3S)-pyrrolidin-3-yl]acetamide tris(trifluoroacetate) and 1-fluoro-4-isocyanatobenzene as the starting materials in 79% yield. LCMS for C30H29ClFN8O2 (M+H)+: m/z=587.0. Starting materials: C(C)(C)(C)OC(NC1=C(C=C(C(=C1)OCC)C(F)(F)F)N)=O ([2-amino-5-ethoxy-4-trifluoromethyl-phenyl]-carbamic acid tert-butyl ester), C(C)(C)(C)OC(CC(=O)C1=CC(=CC=C1)C=1C=NC(=CC1)CC)=O (3-[3-(6-ethyl-pyridin-3-yl)-phenyl]-3-oxo-propionic acid tert-butyl ester). Yields the product C(C)(C)(C)OC(NC1=C(C=C(C(=C1)OCC)C(F)(F)F)NC(CC(=O)C1=CC(=CC=C1)C=1C=NC(=CC1)CC)=O)=O ((5-Ethoxy-2-{3-[3-(6-ethyl-pyridin-3-yl)-phenyl]-3-oxo-propionylamino}-4-trifluoromethyl-phenyl)-carbamic acid tert-butyl ester), solid. The yield is 76.0%. As a reaction SMILES: [C:1]([O:5][C:6](=[O:22])[NH:7][C:8]1[CH:13]=[C:12]([O:14][CH2:15][CH3:16])[C:11]([C:17]([F:20])([F:19])[F:18])=[CH:10][C:9]=1[NH2:21])([CH3:4])([CH3:3])[CH3:2].C([O:27][C:28](=O)[CH2:29][C:30]([C:32]1[CH:37]=[CH:36][CH:35]=[C:34]([C:38]2[CH:39]=[N:40][C:41]([CH2:44][CH3:45])=[CH:42][CH:43]=2)[CH:33]=1)=[O:31])(C)(C)C>>[C:1]([O:5][C:6](=[O:22])[NH:7][C:8]1[CH:13]=[C:12]([O:14][CH2:15][CH3:16])[C:11]([C:17]([F:20])([F:19])[F:18])=[CH:10][C:9]=1[NH:21][C:28](=[O:27])[CH2:29][C:30]([C:32]1[CH:37]=[CH:36][CH:35]=[C:34]([C:38]2[CH:39]=[N:40][C:41]([CH2:44][CH3:45])=[CH:42][CH:43]=2)[CH:33]=1)=[O:31])([CH3:2])([CH3:3])[CH3:4]. Reported procedure: The title compound was prepared from [2-amino-5-ethoxy-4-trifluoromethyl-phenyl]-carbamic acid tert-butyl ester (Example J8) (240 mg, 0.75 mmol) and 3-[3-(6-ethyl-pyridin-3-yl)-phenyl]-3-oxo-propionic acid tert-butyl ester (Example K23) (244 mg, 0.75 mmol) according to the general procedure M. Obtained as a yellow solid (324 mg, 76%). The reactants are CC(=O)OC(C)=O, CCOC(OCC)OCC, CS(=O)(=O)c1cc(Cl)ccc1C(=O)CC(=O)C1CC1. The product is CCOC=C(C(=O)c1ccc(Cl)cc1S(C)(=O)=O)C(=O)C1CC1. RXN SMILES: [CH3:30][C:31]([O:32][C:33](=[O:34])[CH3:35])=[O:36].[CH:20]([O:21][CH2:22][CH3:23])([O:24][CH2:25][CH3:26])[O:27][CH2:28][CH3:29].[Cl:1][c:2]1[cH:3][c:4]([S:16](=[O:17])(=[O:18])[CH3:19])[c:5]([C:8]([CH2:9][C:10](=[O:11])[CH:12]2[CH2:13][CH2:14]2)=[O:15])[cH:6][cH:7]1>>[Cl:1][c:2]1[cH:3][c:4]([S:16](=[O:17])(=[O:18])[CH3:19])[c:5]([C:8]([C:9]([C:10](=[O:11])[CH:12]2[CH2:13][CH2:14]2)=[CH:20][O:21][CH2:22][CH3:23])=[O:15])[cH:6][cH:7]1. Reactants: Cl.ClC1=CC(=C(OCC(=O)OCC)C=C1)N1CCNCC1 ([4-chloro-2-(1-piperazinyl)phenoxy]-acetic Acid, Ethyl Ester Hydrochloride Salt), C1(=CC=CC=C1)CC(=O)Cl (benzeneacetyl chloride). Yields the product ClC1=CC(=C(OCC(=O)O)C=C1)N1CCN(CC1)C(CC1=CC=CC=C1)=O ([4-chloro-2-[4-(phenylacetyl)-1-piperazinyl]phenoxy]-acetic Acid). RXN SMILES: Cl.[Cl:2][C:3]1[CH:15]=[CH:14][C:6]([O:7][CH2:8][C:9]([O:11]CC)=[O:10])=[C:5]([N:16]2[CH2:21][CH2:20][NH:19][CH2:18][CH2:17]2)[CH:4]=1.[C:22]1([CH2:28][C:29](Cl)=[O:30])[CH:27]=[CH:26][CH:25]=[CH:24][CH:23]=1>>[Cl:2][C:3]1[CH:15]=[CH:14][C:6]([O:7][CH2:8][C:9]([OH:11])=[O:10])=[C:5]([N:16]2[CH2:17][CH2:18][N:19]([C:29](=[O:30])[CH2:28][C:22]3[CH:27]=[CH:26][CH:25]=[CH:24][CH:23]=3)[CH2:20][CH2:21]2)[CH:4]=1 |f:0.1|. Reported procedure: Prepared from the product from example 38 step c) and benzeneacetyl chloride by the method of Example 38 step d) to give the title compound as a white solid. Starting materials: CC(O)=S, C1CCOC1, Cc1cc(F)ccc1-c1cc(NC(CO)CO[Si](C)(C)C(C)(C)C)ncc1N(C)C(=O)C(C)(C)c1cc(C(F)(F)F)cc(C(F)(F)F)c1, CCOC(=O)N=NC(=O)OCC, c1ccc(P(c2ccccc2)c2ccccc2)cc1. The product is CC(=S)OCC(CO[Si](C)(C)C(C)(C)C)Nc1cc(-c2ccc(F)cc2C)c(N(C)C(=O)C(C)(C)c2cc(C(F)(F)F)cc(C(F)(F)F)c2)cn1. Reaction SMILES: [C:80]([CH3:81])(=[S:82])[OH:83].[CH2:84]1[O:85][CH2:86][CH2:87][CH2:88]1.[F:32][C:33]([c:34]1[cH:35][c:36]([C:44]([C:45](=[O:46])[N:47]([CH3:48])[c:49]2[cH:50][n:51][c:52]([NH:63][CH:64]([CH2:65][O:66][Si:67]([CH3:68])([CH3:69])[C:70]([CH3:71])([CH3:72])[CH3:73])[CH2:74][OH:75])[cH:53][c:54]2-[c:55]2[c:56]([CH3:62])[cH:57][c:58]([F:61])[cH:59][cH:60]2)([CH3:76])[CH3:77])[cH:37][c:38]([C:40]([F:41])([F:42])[F:43])[cH:39]1)([F:78])[F:79].[O:20]=[C:21]([O:22][CH2:23][CH3:24])[N:25]=[N:26][C:27]([O:28][CH2:29][CH3:30])=[O:31].[c:1]1([P:2]([c:3]2[cH:4][cH:5][cH:6][cH:7][cH:8]2)[c:9]2[cH:10][cH:11][cH:12][cH:13][cH:14]2)[cH:15][cH:16][cH:17][cH:18][cH:19]1>>[F:32][C:33]([c:34]1[cH:35][c:36]([C:44]([C:45](=[O:46])[N:47]([CH3:48])[c:49]2[cH:50][n:51][c:52]([NH:63][CH:64]([CH2:65][O:66][Si:67]([CH3:68])([CH3:69])[C:70]([CH3:71])([CH3:72])[CH3:73])[CH2:74][O:75][C:80]([CH3:81])=[S:82])[cH:53][c:54]2-[c:55]2[c:56]([CH3:62])[cH:57][c:58]([F:61])[cH:59][cH:60]2)([CH3:76])[CH3:77])[cH:37][c:38]([C:40]([F:41])([F:42])[F:43])[cH:39]1)([F:78])[F:79]. Reactants: C1CCOC1, Cc1cc2nc[nH]c2cc1[N+](=O)[O-]. Yields the product Cc1cc2nc[nH]c2cc1N. RXN SMILES: [CH2:14]1[O:15][CH2:16][CH2:17][CH2:18]1.[CH3:1][c:2]1[c:3]([N+:11]([O-:12])=[O:13])[cH:4][c:5]2[c:6]([n:7][cH:8][nH:9]2)[cH:10]1>>[CH3:1][c:2]1[c:3]([NH2:11])[cH:4][c:5]2[c:6]([n:7][cH:8][nH:9]2)[cH:10]1. RXN SMILES: [CH2:1]([O:8][C:9]([N:11]1[CH2:24][CH2:23][C:14]2([C:18](=[O:19])[N:17]([O:20][CH3:21])[C:16](=O)[CH2:15]2)[CH2:13][CH2:12]1)=[O:10])[C:2]1[CH:7]=[CH:6][CH:5]=[CH:4][CH:3]=1.COC1C=CC(P2(SP(C3C=CC(OC)=CC=3)(=S)S2)=[S:34])=CC=1>C1(C)C=CC=CC=1>[CH2:1]([O:8][C:9]([N:11]1[CH2:24][CH2:23][C:14]2([C:18](=[O:19])[N:17]([O:20][CH3:21])[C:16](=[S:34])[CH2:15]2)[CH2:13][CH2:12]1)=[O:10])[C:2]1[CH:7]=[CH:6][CH:5]=[CH:4][CH:3]=1. Procedure details: To a solution of 8-benzyloxycarbonyl-2-methoxy-2,8-diazaspiro[4,5]decane-1,3-dione (2.9 g) in toluene (30 ml) was added a Lawesson reagent ([2,4-bis(4-methoxyphenyl)-1,3-dithia-2,4-diphosphethane-2,4-disulfide]) (2.38 g), and the mixture was heated for 3 hours under reflux. The solvent was then evaporated off under reduced pressure, and the residual oil was dissolved in ethyl acetate (50 ml), which was washed with water and then dried over anhydrous magnesium sulfate. The solvent was evaporated ... Product: C(C1=CC=CC=C1)OC(=O)N1CCC2(CC(N(C2=O)OC)=S)CC1 (8-Benzyloxycarbonyl-2-methoxy-2,8-diazaspiro[4,5]-decane-3-thion-1-one). Solvent: C1(=CC=CC=C1)C (toluene). Yield: 102.4%. The reactants are C(C1=CC=CC=C1)OC(=O)N1CCC2(CC(N(C2=O)OC)=O)CC1 (8-benzyloxycarbonyl-2-methoxy-2,8-diazaspiro[4,5]decane-1,3-dione), COC=1C=CC(=CC1)P2(=S)SP(=S)(S2)C=3C=CC(=CC3)OC (Lawesson reagent). Starting materials: CC(=O)O, Cc1ccccc1O, O, O=[N+]([O-])O. The product is Cc1cccc([N+](=O)[O-])c1O. As a reaction SMILES: [CH3:14][C:15](=[O:16])[OH:17].[CH3:1][c:2]1[cH:3][cH:4][cH:5][cH:6][c:7]1[OH:8].[OH2:13].[OH:9][N+:10]([O-:11])=[O:12]>>[CH3:1][c:2]1[cH:3][cH:4][cH:5][c:6]([N+:10](=[O:9])[O-:11])[c:7]1[OH:8]. Reaction SMILES: [NH2:19][c:20]1[c:21]([F:22])[c:23]([F:24])[c:25]([F:26])[c:27]([F:28])[c:29]1[C:30]#[N:31].[NH2:6][c:7]1[c:8]([F:18])[c:9]([F:17])[c:10]([C:11]#[N:12])[c:13]([F:16])[c:14]1[F:15].[S:1](=[O:2])(=[O:3])([OH:4])[OH:5]>>[NH2:6][c:7]1[c:8]([F:18])[c:9]([F:17])[cH:10][c:13]([F:16])[c:14]1[F:15]. The reactants are N#Cc1c(N)c(F)c(F)c(F)c1F, N#Cc1c(F)c(F)c(N)c(F)c1F, O=S(=O)(O)O. Yields the product Nc1c(F)c(F)cc(F)c1F.